Task: describe an organic reaction: reactants, conditions, products, and yield. Dataset: the Open Reaction Database (ORD), a public repository of structured organic reaction records Starting materials: Br, CCCC1CCC(C2CCC(c3ccc(C(C)=O)cc3)CC2)CC1, ClCCl, Cl, [Na+], [Na+], C1COCCO1, [OH-], O, O=S([O-])O. Yields the product CCCC1CCC(C2CCC(c3ccc(C(=O)O)cc3)CC2)CC1. As a reaction SMILES: [Br:27].[CH2:1]([CH2:2][CH3:3])[CH:4]1[CH2:5][CH2:6][CH:7]([CH:10]2[CH2:11][CH2:12][CH:13]([c:16]3[cH:17][cH:18][c:19]([C:22]([CH3:23])=[O:24])[cH:20][cH:21]3)[CH2:14][CH2:15]2)[CH2:8][CH2:9]1.[Cl:41][CH2:42][Cl:43].[ClH:33].[Na+:26].[Na+:32].[O:34]1[CH2:35][CH2:36][O:37][CH2:38][CH2:39]1.[OH-:25].[OH2:40].[S:28]([O-:29])(=[O:30])[OH:31]>>[CH2:1]([CH2:2][CH3:3])[CH:4]1[CH2:5][CH2:6][CH:7]([CH:10]2[CH2:11][CH2:12][CH:13]([c:16]3[cH:17][cH:18][c:19]([C:22](=[O:24])[OH:29])[cH:20][cH:21]3)[CH2:14][CH2:15]2)[CH2:8][CH2:9]1. The reactants are CC(C)(C)OC(=O)N1CCN(Cc2ccccc2)C(CNC(=O)c2ccccc2)C1, CO, [H][H]. Product: CC(C)(C)OC(=O)N1CCNC(CNC(=O)c2ccccc2)C1. As a reaction SMILES: [C:1]([c:2]1[cH:3][cH:4][cH:5][cH:6][cH:7]1)(=[O:8])[NH:9][CH2:10][CH:11]1[CH2:12][N:13]([C:24](=[O:25])[O:26][C:27]([CH3:28])([CH3:29])[CH3:30])[CH2:14][CH2:15][N:16]1[CH2:17][c:18]1[cH:19][cH:20][cH:21][cH:22][cH:23]1.[CH3:33][OH:34].[H:31][H:32]>>[C:1]([c:2]1[cH:3][cH:4][cH:5][cH:6][cH:7]1)(=[O:8])[NH:9][CH2:10][CH:11]1[CH2:12][N:13]([C:24](=[O:25])[O:26][C:27]([CH3:28])([CH3:29])[CH3:30])[CH2:14][CH2:15][NH:16]1. Reactants: CC(C)(C)OC(=O)Nc1nccc(N)n1, Fc1ccc(Cl)cc1-c1cc(Cl)c2cccnc2n1, C1COCCO1, O=C(C=Cc1ccccc1)C=Cc1ccccc1, O=C(C=Cc1ccccc1)C=Cc1ccccc1, O=C(C=Cc1ccccc1)C=Cc1ccccc1, [Pd], [Pd]. The product is CC(C)(C)OC(=O)Nc1nccc(Nc2cc(-c3cc(Cl)ccc3F)nc3ncccc23)n1. Reaction SMILES: [C:20]([CH3:21])([CH3:22])([CH3:23])[O:24][C:25]([NH:26][c:27]1[n:28][cH:29][cH:30][c:31]([NH2:33])[n:32]1)=[O:34].[Cl:1][c:2]1[cH:3][c:4](-[c:12]2[c:13]([F:19])[cH:14][cH:15][c:16]([Cl:18])[cH:17]2)[n:5][c:6]2[n:7][cH:8][cH:9][cH:10][c:11]12.[O:35]1[CH2:36][CH2:37][O:38][CH2:39][CH2:40]1.[O:43]=[C:44]([CH:45]=[CH:46][c:47]1[cH:48][cH:49][cH:50][cH:51][cH:52]1)[CH:53]=[CH:54][c:55]1[cH:56][cH:57][cH:58][cH:59][cH:60]1.[O:61]=[C:62]([CH:63]=[CH:64][c:65]1[cH:66][cH:67][cH:68][cH:69][cH:70]1)[CH:71]=[CH:72][c:73]1[cH:74][cH:75][cH:76][cH:77][cH:78]1.[O:79]=[C:80]([CH:81]=[CH:82][c:83]1[cH:84][cH:85][cH:86][cH:87][cH:88]1)[CH:89]=[CH:90][c:91]1[cH:92][cH:93][cH:94][cH:95][cH:96]1.[Pd:41].[Pd:42]>>[c:2]1([NH:33][c:31]2[cH:30][cH:29][n:28][c:27]([NH:26][C:25]([O:24][C:20]([CH3:21])([CH3:22])[CH3:23])=[O:34])[n:32]2)[cH:3][c:4](-[c:12]2[c:13]([F:19])[cH:14][cH:15][c:16]([Cl:18])[cH:17]2)[n:5][c:6]2[n:7][cH:8][cH:9][cH:10][c:11]12. Reactants: CCOC(CNCC1OCCCO1)OCC, O=C(Cl)CCl, [Na+], [Na+], O=C([O-])[O-], O, c1ccccc1. The product is CCOC(CN(CC1OCCCO1)C(=O)CCl)OCC. Reaction SMILES: [CH2:1]([CH3:2])[O:3][CH:4]([CH2:5][NH:6][CH2:7][CH:8]1[O:9][CH2:10][CH2:11][CH2:12][O:13]1)[O:14][CH2:15][CH3:16].[Cl:29][CH2:30][C:31](=[O:32])[Cl:33].[Na+:23].[Na+:24].[O-:25][C:26](=[O:27])[O-:28].[OH2:34].[cH:17]1[cH:18][cH:19][cH:20][cH:21][cH:22]1>>[CH2:1]([CH3:2])[O:3][CH:4]([CH2:5][N:6]([CH2:7][CH:8]1[O:9][CH2:10][CH2:11][CH2:12][O:13]1)[C:31]([CH2:30][Cl:29])=[O:32])[O:14][CH2:15][CH3:16]. Reactants: Cc1c(N)cccc1Cl, CCO, O=Cc1ccccc1O. Yields the product Cc1c(Cl)cccc1N=Cc1ccccc1O. RXN SMILES: [CH3:10][c:11]1[c:12]([NH2:13])[cH:14][cH:15][cH:16][c:17]1[Cl:18].[CH3:19][CH2:20][OH:21].[OH:1][c:2]1[c:3]([CH:4]=[O:5])[cH:6][cH:7][cH:8][cH:9]1>>[OH:1][c:2]1[c:3]([CH:4]=[N:13][c:12]2[c:11]([CH3:10])[c:17]([Cl:18])[cH:16][cH:15][cH:14]2)[cH:6][cH:7][cH:8][cH:9]1. Reactants: COCC(C)Oc1cc(Oc2ccc(S(C)(=O)=O)cc2)cc(-c2ccc(Br)n2C(=O)OC(C)(C)C)c1, CCCC[Sn](CCCC)(CCCC)c1ncco1, Cc1ccccc1, O, [Pd], c1ccc(P(c2ccccc2)c2ccccc2)cc1, c1ccc(P(c2ccccc2)c2ccccc2)cc1, c1ccc(P(c2ccccc2)c2ccccc2)cc1, c1ccc(P(c2ccccc2)c2ccccc2)cc1. Yields the product COCC(C)Oc1cc(Oc2ccc(S(C)(=O)=O)cc2)cc(-c2ccc(-c3ncco3)n2C(=O)OC(C)(C)C)c1. RXN SMILES: [Br:1][c:2]1[n:3]([C:30](=[O:31])[O:32][C:33]([CH3:34])([CH3:35])[CH3:36])[c:4](-[c:7]2[cH:8][c:9]([O:24][CH:25]([CH2:26][O:27][CH3:28])[CH3:29])[cH:10][c:11]([O:13][c:14]3[cH:15][cH:16][c:17]([S:20](=[O:21])(=[O:22])[CH3:23])[cH:18][cH:19]3)[cH:12]2)[cH:5][cH:6]1.[CH2:37]([Sn:38]([CH2:39][CH2:40][CH2:41][CH3:47])([c:42]1[o:43][cH:44][cH:45][n:46]1)[CH2:48][CH2:49][CH2:50][CH3:51])[CH2:52][CH2:53][CH3:54].[CH3:56][c:57]1[cH:58][cH:59][cH:60][cH:61][cH:62]1.[OH2:55].[Pd:63].[c:102]1([P:103]([c:104]2[cH:105][cH:106][cH:107][cH:108][cH:109]2)[c:110]2[cH:111][cH:112][cH:113][cH:114][cH:115]2)[cH:116][cH:117][cH:118][cH:119][cH:120]1.[c:121]1([P:122]([c:123]2[cH:124][cH:125][cH:126][cH:127][cH:128]2)[c:129]2[cH:130][cH:131][cH:132][cH:133][cH:134]2)[cH:135][cH:136][cH:137][cH:138][cH:139]1.[c:64]1([P:65]([c:66]2[cH:67][cH:68][cH:69][cH:70][cH:71]2)[c:72]2[cH:73][cH:74][cH:75][cH:76][cH:77]2)[cH:78][cH:79][cH:80][cH:81][cH:82]1.[c:83]1([P:84]([c:85]2[cH:86][cH:87][cH:88][cH:89][cH:90]2)[c:91]2[cH:92][cH:93][cH:94][cH:95][cH:96]2)[cH:97][cH:98][cH:99][cH:100][cH:101]1>>[c:2]1(-[c:42]2[o:43][cH:44][cH:45][n:46]2)[n:3]([C:30](=[O:31])[O:32][C:33]([CH3:34])([CH3:35])[CH3:36])[c:4](-[c:7]2[cH:8][c:9]([O:24][CH:25]([CH2:26][O:27][CH3:28])[CH3:29])[cH:10][c:11]([O:13][c:14]3[cH:15][cH:16][c:17]([S:20](=[O:21])(=[O:22])[CH3:23])[cH:18][cH:19]3)[cH:12]2)[cH:5][cH:6]1.